This data is from the Open Reaction Database (ORD), a public repository of structured organic reaction records. The task is: describe an organic reaction: reactants, conditions, products, and yield Starting materials: C(C1=CC=CC=C1)N1CCC2(C(CC(N2C2=CC(=CC=C2)F)=O)=O)CC1 (8-benzyl-1-(3-fluorophenyl)-1,8-diazaspiro[4.5]decane-2,4-dione), O.C1(=CC=C(C=C1)S(=O)(=O)O)C (p-toluenesulfonic acid monohydrate), C(C)C1=C(N)C=CC=C1 (2-ethylaniline). Solvent: C1(=CC=CC=C1)C (toluene), CCOC(=O)C (EtOAc). Product: C(C1=CC=CC=C1)N1CCC2(C(=CC(N2C2=CC(=CC=C2)F)=O)NC2=C(C=CC=C2)CC)CC1 (8-benzyl-4-[(2-ethylphenyl)amino]-1-(3-fluorophenyl)-1,8-diazaspiro[4.5]dec-3-en-2-one). RXN SMILES: [CH2:1]([N:8]1[CH2:26][CH2:25][C:11]2([N:15]([C:16]3[CH:21]=[CH:20][CH:19]=[C:18]([F:22])[CH:17]=3)[C:14](=[O:23])[CH2:13][C:12]2=O)[CH2:10][CH2:9]1)[C:2]1[CH:7]=[CH:6][CH:5]=[CH:4][CH:3]=1.O.C1(C)C=CC(S(O)(=O)=O)=CC=1.[CH2:39]([C:41]1[CH:47]=[CH:46][CH:45]=[CH:44][C:42]=1[NH2:43])[CH3:40]>C1(C)C=CC=CC=1.CCOC(C)=O>[CH2:1]([N:8]1[CH2:26][CH2:25][C:11]2([N:15]([C:16]3[CH:21]=[CH:20][CH:19]=[C:18]([F:22])[CH:17]=3)[C:14](=[O:23])[CH:13]=[C:12]2[NH:43][C:42]2[CH:44]=[CH:45][CH:46]=[CH:47][C:41]=2[CH2:39][CH3:40])[CH2:10][CH2:9]1)[C:2]1[CH:3]=[CH:4][CH:5]=[CH:6][CH:7]=1 |f:1.2|. Procedure details: To a solution of 100 mg (0.28 mmol) 8-benzyl-1-(3-fluorophenyl)-1,8-diazaspiro[4.5]decane-2,4-dione in 0.71 mL dry toluene was added 70 mg (0.37 mmol)p-toluenesulfonic acid monohydrate and 61 μL (0.50 mmol) 2-ethylaniline. The reaction was heated to reflux for 18 h and then diluted with EtOAc, washed with 1N NaOH, dried over Na2SO4, filtered, and concentrated in vacuo. The crude material was purified on silica gel with 20-60% EtOAc/hexanes to afford title example 8-benzyl-4-[(2-ethylphenyl)amino...